From a dataset of the Open Reaction Database (ORD), a public repository of structured organic reaction records. describe an organic reaction: reactants, conditions, products, and yield Solvent: O1CCCC1 (tetrahydrofuran). The yield is 47.3%. Starting materials: FC1=C(C=CC=C1)N1S(NC2=C(C1)C=CC=C2)(=O)=O (3-(2-fluorophenyl)-3,4-dihydro-1H-2,1,3-benzothiadiazine 2,2-dioxide), BrCCCO (3-bromopropanol), CC(C)OC(=O)/N=N/C(=O)OC(C)C (diisopropylazodicarboxylate), C1(=CC=CC=C1)P(C1=CC=CC=C1)C1=CC=CC=C1 (triphenylphosphine), [Cl-].[Na+] (sodium chloride). Yields the product BrCCCN1S(N(CC2=C1C=CC=C2)C2=C(C=CC=C2)F)(=O)=O (1-(3-bromopropyl)-3-(2-fluorophenyl)-3,4-dihydro-1H-2,1,3-benzothiadiazine 2,2-dioxide). Reported procedure: 3-(2-fluorophenyl)-3,4-dihydro-1H-2,1,3-benzothiadiazine 2,2-dioxide (0.25 g, 0.9 mmol), 3-bromopropanol (0.094 mL, 1.1 mmol), diisopropylazodicarboxylate (0.21 mL, 1.08 mmol), and triphenylphosphine (0.28 g, 1.08 mol) in tetrahydrofuran (3 mL) were stirred at room temperature for 16 hours. The reaction was poured into saturated aqueous sodium chloride (20 mL) and extracted with ethyl acetate. The organics were dried over anhydrous sodium sulfate and concentrated on silica gel (0-100° C. ethyl a... RXN SMILES: [F:1][C:2]1[CH:7]=[CH:6][CH:5]=[CH:4][C:3]=1[N:8]1[CH2:13][C:12]2[CH:14]=[CH:15][CH:16]=[CH:17][C:11]=2[NH:10][S:9]1(=[O:19])=[O:18].[Br:20][CH2:21][CH2:22][CH2:23]O.CC(OC(/N=N/C(OC(C)C)=O)=O)C.C1(P(C2C=CC=CC=2)C2C=CC=CC=2)C=CC=CC=1.[Cl-].[Na+]>O1CCCC1>[Br:20][CH2:21][CH2:22][CH2:23][N:10]1[C:11]2[CH:17]=[CH:16][CH:15]=[CH:14][C:12]=2[CH2:13][N:8]([C:3]2[CH:4]=[CH:5][CH:6]=[CH:7][C:2]=2[F:1])[S:9]1(=[O:19])=[O:18] |f:4.5|. Starting materials: [Na] (sodium), NC1=NC(=CC=C1)N (2,6-diaminopyridine), [OH-].[Na+] (sodium hydroxide), CC(=O)C1=CC(=CC=C1)OC (3-methoxyacetophenone), C(=O)OCC (ethyl formate). The product is NC1=NC2=NC(=CC=C2C=C1)C1=CC(=CC=C1)OC (2-Amino-7-(3-methoxyphenyl)-1,8-naphthyridine). Yield: 94.8%. Reaction SMILES: [Na].[CH3:2][C:3]([C:5]1[CH:10]=[CH:9][CH:8]=[C:7]([O:11][CH3:12])[CH:6]=1)=O.[CH:13](OCC)=O.[NH2:18][C:19]1[CH:24]=[CH:23][CH:22]=[C:21]([NH2:25])[N:20]=1.[OH-].[Na+]>>[NH2:18][C:19]1[CH:24]=[CH:23][C:22]2[C:21](=[N:25][C:3]([C:5]3[CH:10]=[CH:9][CH:8]=[C:7]([O:11][CH3:12])[CH:6]=3)=[CH:2][CH:13]=2)[N:20]=1 |f:4.5,^1:0|. Procedure details: The procedure is analogous to that described in Example 11, but starting with sodium (2.3 g), 3-methoxyacetophenone (15 g) and ethyl formate (11 g). The solid obtained (20 g) is then added to 2,6-diaminopyridine (11 g). The product obtained after hydrolysis and neutralization with sodium hydroxide is separated by filtration, washed with distilled water (6×100 cc) at 50° C., and then air-dried. 2-Amino-7-(3-methoxyphenyl)-1,8-naphthyridine (23.8 g), m.p. 270°-275° C., is obtained.